This data is from the Open Reaction Database (ORD), a public repository of structured organic reaction records. The task is: describe an organic reaction: reactants, conditions, products, and yield The reactants are C(=O)(O)C1=C(C=CC(=C1)CC)SC1C(=O)OCC1 (α-[(2-carboxy-4-ethylphenyl)thio]-γ-butyrolactone), N#N (N2). Run in C(C)(=O)OC(C)=O (acetic anhydride), C(C)N(CC)CC (triethylamine). Yields the product C(C)C1=CC2=C(SC3(C(OCC3)=O)C2=O)C=C1 (5-ethyl-4',5'-dihydrospiro[benzo[b]thiophene-2(3H),3'(2'H)-furan]-3,2'-dione). As a reaction SMILES: [C:1]([C:4]1[CH:9]=[C:8]([CH2:10][CH3:11])[CH:7]=[CH:6][C:5]=1[S:12][CH:13]1[CH2:18][CH2:17][O:16][C:14]1=[O:15])([OH:3])=O.N#N>C(OC(=O)C)(=O)C.C(N(CC)CC)C>[CH2:10]([C:8]1[CH:7]=[CH:6][C:5]2[S:12][C:13]3([C:1](=[O:3])[C:4]=2[CH:9]=1)[CH2:18][CH2:17][O:16][C:14]3=[O:15])[CH3:11]. Procedure details: A mixture of α-[(2-carboxy-4-ethylphenyl)thio]-γ-butyrolactone (1.0 g) in acetic anhydride (30 ml) and triethylamine (6 ml) was heated at 130° C. for 30 minutes under a stream of N2 gas with stirring. The mixture was evaporated in vacuo. The resulting residue was submitted to column chromatography on silica gel (20 g) and charcoal (5 g) eluting with CHCl3 to give 5-ethyl-4',5'-dihydrospiro[benzo[b]thiophene-2(3H),3'(2'H)-furan]-3,2'-dione as colorless oil. Anal. Calcd. for C13H12O3S: C, 62.88; H... The product is NC1=C(C=CC=C1)S(=O)(=O)N1C(NC2=CC(=CC=C2C1=O)Cl)=O (3-(2-aminobenzenesulfonyl)-7-chloro-2,4(1H,3H)-quinazolinedione). Starting materials: NC1=C(C=CC=C1)S(=O)(=O)N (2-aminobenzenesulfonamide), ClC=1C=C(C(C(=O)OC)=CC1)NC(=O)OC1=CC=CC=C1 (methyl 4-chloro-2-N-phenoxycarbonylanthranilate). As a reaction SMILES: [NH2:1][C:2]1[CH:7]=[CH:6][CH:5]=[CH:4][C:3]=1[S:8]([NH2:11])(=[O:10])=[O:9].[Cl:12][C:13]1[CH:14]=[C:15]([NH:23][C:24](OC2C=CC=CC=2)=[O:25])[C:16](=[CH:21][CH:22]=1)[C:17](OC)=[O:18]>>[NH2:1][C:2]1[CH:7]=[CH:6][CH:5]=[CH:4][C:3]=1[S:8]([N:11]1[C:17](=[O:18])[C:16]2[C:15](=[CH:14][C:13]([Cl:12])=[CH:22][CH:21]=2)[NH:23][C:24]1=[O:25])(=[O:9])=[O:10]. The yield is 58.0%. Procedure: From 2.7 g (15.7 mmol) of 2-aminobenzenesulfonamide and 4.8 g (15.7 mmol) of methyl 4-chloro-2-N-phenoxycarbonylanthranilate in a manner similar to Preparation Example 1, 3.2 g (yield 58%: 3 steps) of the title compound was obtained. Property: colorless crystals, melting point: >200° C. (decomposition), PMR (δppm, DMSO-d6): 6.46 (2H, s), 6.65 (1H, t), 6.81 (1H, d), 7.12 (1H, s), 7.23 (1H, d), 7.34 (1H, t), 7.76 (1H, d), 7,86 (1H, d). Starting materials: C(C)(C)(C)O (tert-butanol), O (water), C[N+]1(CCOCC1)[O-] (NMO), F[C@H]([C@@H](C=C)NC(OC(C)(C)C)=O)C1=CC=CC=C1 (tert-butyl (1S,2R)-1-fluoro-1-phenylbut-3-en-2-ylcarbamate), S(=O)([O-])[O-].[Na+].[Na+] (sodium sulfite), O (water). Reagents/catalysts: [Os] (osmium). Reaction conditions: temperature 23 celsius, time 2 minute. Product: F[C@@H](C(C(CO)O)NC(OC(C)(C)C)=O)C1=CC=CC=C1 ((R)-tert-butyl 1-fluoro-3,4-dihydroxy-1-phenylbutan-2-ylcarbamate). RXN SMILES: [F:1][C@@H:2]([C:14]1[CH:19]=[CH:18][CH:17]=[CH:16][CH:15]=1)[C@H:3]([NH:6][C:7](=[O:13])[O:8][C:9]([CH3:12])([CH3:11])[CH3:10])[CH:4]=[CH2:5].C([OH:24])(C)(C)C.C[N+]1([O-])CCOCC1.S([O-])([O-])=O.[Na+].[Na+].[OH2:39]>[Os]>[F:1][C@H:2]([C:14]1[CH:15]=[CH:16][CH:17]=[CH:18][CH:19]=1)[CH:3]([NH:6][C:7](=[O:13])[O:8][C:9]([CH3:12])([CH3:11])[CH3:10])[CH:4]([OH:24])[CH2:5][OH:39] |f:3.4.5|. Procedure details: To a 250 mL RBF containing tert-butyl (1S,2R)-1-fluoro-1-phenylbut-3-en-2-ylcarbamate (105.00 mg, 396 mmol)(mixture of diasteromers at benzylic fluoride stereocenter) was added tert-butanol (3 mL) and water (1 ml). The mixture was allowed to stir at 23° C. for 2 min, then NMO (139 mg, 1187 mmol) and osmium tetraxide (124 μA, 396 mmol) were added and the reaction was allowed to stir for another 48 h. before the reaction was quenched with water and sodium sulfite (1496 mg, 11872 mmol). The reactio...